describe an organic reaction: reactants, conditions, products, and yield From a dataset of the Open Reaction Database (ORD), a public repository of structured organic reaction records. Reactants: FC(C1=CC=CC2=C1C(N1[C@H](C=3N2C=NC3)CC1)=O)(F)F ((S)-8-trifluoromethyl-12,12a-dihydro-9-oxo-9H,11H-azeto[2,1-c]imidazo[1,5-a][1,4]benzodiazepine), C(=O)(OC(C)(C)C)NCC(=O)O (BOC-glycine), C(=O)=O (CO2), C(=O)(N1C=NC=C1)N1C=NC=C1 (1,1'-carbonyldiimidazole). Solvent: CN(C=O)C (N,N-dimethylformamide). Run at time 8 hour. Product: C(=O)(OC(C)(C)C)NCC1=NC(=NO1)C=1N=CN2C1[C@H]1N(C(C3=C2C=CC=C3C(F)(F)F)=O)CC1 ((S)-1-[5-(N-BOC-aminomethyl)-1,2,4-oxadiazol-3-yl]-8-trifluoromethyl-12,12a-dihydro-9H,11H-azeto[2,1-c]imidazo[1,5-a][1,4]benzodiazepin-9-one). Yield: 72.5%. Reaction SMILES: [C:1]([NH:8][CH2:9][C:10]([OH:12])=O)([O:3][C:4]([CH3:7])([CH3:6])[CH3:5])=[O:2].[C:13]([N:20]1C=CN=C1)([N:15]1C=CN=C1)=O.C(=O)=O.[F:28][C:29]([F:48])([F:47])[C:30]1[C:35]2[C:36](=[O:46])[N:37]3[CH2:45][CH2:44][C@H:38]3[C:39]3[N:40]([CH:41]=[N:42][CH:43]=3)[C:34]=2[CH:33]=[CH:32][CH:31]=1>CN(C)C=O>[C:1]([NH:8][CH2:9][C:10]1[O:12][N:20]=[C:13]([C:43]2[N:42]=[CH:41][N:40]3[C:34]4[CH:33]=[CH:32][CH:31]=[C:30]([C:29]([F:28])([F:47])[F:48])[C:35]=4[C:36](=[O:46])[N:37]4[CH2:45][CH2:44][C@H:38]4[C:39]=23)[N:15]=1)([O:3][C:4]([CH3:5])([CH3:6])[CH3:7])=[O:2]. Procedure details: 4.2 g (24 mmol) of BOC-glycine were dissolved in 40 ml of N,N-dimethylformamide and treated portionwise with 4.05 g (25 mmol) of 1,1'-carbonyldiimidazole. After completion of the CO2 evolution the solution was stirred at 50° for 20 min. Then, 7.7 g (22 mmol) of (S)-8-trifluoromethyl-12,12a-dihydro-9-oxo-9H,11H-azeto[2,1-c]imidazo[1,5-a][1,4]benzodiazepine were added and the mixture was stirred at 90° overnight. The reaction mixture was concentrated and the residue was dissolved in methylene chlo...